Task: describe an organic reaction: reactants, conditions, products, and yield. Dataset: the Open Reaction Database (ORD), a public repository of structured organic reaction records Starting materials: FC(C1=CC(NC2=CC=C(C=C12)C1=CC(=CC=C1)F)=O)(F)F (4-Trifluoromethyl-6-(3-fluorophenyl)-2(1H)-quinolinone), CC1=C(C=CC=C1)B(O)O (2-methylbenzeneboronic acid). Yields the product FC(C1=CC(NC2=CC=C(C=C12)C1=C(C=CC=C1)C)=O)(F)F (4-Trifluoromethyl-6-(2-methylphenyl)-2(1H)-quinolinone). As a reaction SMILES: [F:1][C:2]([F:22])([F:21])[C:3]1[C:12]2[C:7](=[CH:8][CH:9]=[C:10]([C:13]3[CH:18]=[CH:17][CH:16]=[C:15](F)[CH:14]=3)[CH:11]=2)[NH:6][C:5](=[O:20])[CH:4]=1.[CH3:23]C1C=CC=CC=1B(O)O>>[F:1][C:2]([F:22])([F:21])[C:3]1[C:12]2[C:7](=[CH:8][CH:9]=[C:10]([C:13]3[CH:18]=[CH:17][CH:16]=[CH:15][C:14]=3[CH3:23])[CH:11]=2)[NH:6][C:5](=[O:20])[CH:4]=1. Procedure details: This compound was made according to General Procedure XXIV in Example 406 from Compound 308 (Structure 16c of Scheme XXX, where R=H, R1=trilfuoromethyl) and commercially available 2-methylbenzeneboronic acid. Compound 742 was isolated as a white solid: 1H NMR (400 MHz, DMSO-d6) 12.42 (s, 1H), 7.68 (dd, J=9.6, 1.4, 1H), 7.53 (m, 2H), 7.33-7.23 (m, 4H), 7.04 (s, 1H), 2.51 (s, 3H). Starting materials: N1(CCC1)S(=O)(=O)N (azetidine-1-sulphonamide), C1(CCCCC1)P(C1=C(C=CC=C1)C1=C(C=C(C=C1C(C)C)C(C)C)C(C)C)C1CCCCC1 (2-dicyclohexylphosphino-2′,4′,6′-tri-isopropyl-1,1′-biphenyl), C([O-])([O-])=O.[Cs+].[Cs+] (cesium carbonate), ClC1=NC(=NC(=C1)OC1COC(OC1)C1=CC=CC=C1)SCC1=C(C(=CC=C1)F)F (4-chloro-2-[[(2,3-difluorophenyl)methyl]thio]-6-[(2-phenyl-1,3-dioxan-5-yl)oxy]-pyrimidine). The reagents and catalysts are C=1C=CC(=CC1)/C=C/C(=O)/C=C/C2=CC=CC=C2.C=1C=CC(=CC1)/C=C/C(=O)/C=C/C2=CC=CC=C2.C=1C=CC(=CC1)/C=C/C(=O)/C=C/C2=CC=CC=C2.[Pd].[Pd] (tris(dibenzylideneacetone)dipalladium). The solvent is O1CCOCC1 (dioxane), C(Cl)Cl (methylene chloride). Run at temperature 100 celsius. The product is FC1=C(C=CC=C1F)CSC1=NC(=CC(=N1)NS(=O)(=O)N1CCC1)OC1COC(OC1)C1=CC=CC=C1 (N-[2-[[(2,3-difluorophenyl)methyl]thio]-6-[(2-phenyl-1,3-dioxan-5-yl)oxy]-4-pyrimidinyl]-1-azetidinesulfonamide). As a reaction SMILES: [N:1]1([S:5]([NH2:8])(=[O:7])=[O:6])[CH2:4][CH2:3][CH2:2]1.C1(P(C2CCCCC2)C2C=CC=CC=2C2C(C(C)C)=CC(C(C)C)=CC=2C(C)C)CCCCC1.C(=O)([O-])[O-].[Cs+].[Cs+].Cl[C:50]1[CH:55]=[C:54]([O:56][CH:57]2[CH2:62][O:61][CH:60]([C:63]3[CH:68]=[CH:67][CH:66]=[CH:65][CH:64]=3)[O:59][CH2:58]2)[N:53]=[C:52]([S:69][CH2:70][C:71]2[CH:76]=[CH:75][CH:74]=[C:73]([F:77])[C:72]=2[F:78])[N:51]=1>O1CCOCC1.C(Cl)Cl.C1C=CC(/C=C/C(/C=C/C2C=CC=CC=2)=O)=CC=1.C1C=CC(/C=C/C(/C=C/C2C=CC=CC=2)=O)=CC=1.C1C=CC(/C=C/C(/C=C/C2C=CC=CC=2)=O)=CC=1.[Pd].[Pd]>[F:78][C:72]1[C:73]([F:77])=[CH:74][CH:75]=[CH:76][C:71]=1[CH2:70][S:69][C:52]1[N:51]=[C:50]([NH:8][S:5]([N:1]2[CH2:4][CH2:3][CH2:2]2)(=[O:7])=[O:6])[CH:55]=[C:54]([O:56][CH:57]2[CH2:58][O:59][CH:60]([C:63]3[CH:64]=[CH:65][CH:66]=[CH:67][CH:68]=3)[O:61][CH2:62]2)[N:53]=1 |f:2.3.4,8.9.10.11.12|. Procedure: A mixture of azetidine-1-sulphonamide (420 mg), tris(dibenzylideneacetone)dipalladium (0) (71 mg), 2-dicyclohexylphosphino-2′,4′,6′-tri-isopropyl-1,1′-biphenyl (XPHOS) (37 mg), cesium carbonate (380 mg) and 4-chloro-2-[[(2,3-difluorophenyl)methyl]thio]-6-[(2-phenyl-1,3-dioxan-5-yl)oxy]-pyrimidine (350 mg) in anhydrous dioxane (8 ml) was heated to reflux in a microwave at 100° C., 300 W, open vessel with cooling for 10 minutes. The reaction mixture was diluted with methylene chloride, filtered th... Reactants: BrCCCCCOC1=C(C=C(C=C1Cl)[N+](=O)[O-])Cl (1-(5-bromopentyloxy)-2,6-dichloro-4-nitrobenzene), CNCC1=CC=CC=C1 (methyl(phenylmethyl)amine), C(C1=CC=CC=C1)NC (benzyl(methyl)amine). Yields the product Cl.ClC1=C(OCCCCCN(CC2=CC=CC=C2)C)C(=CC(=C1)[N+](=O)[O-])Cl (5-(2,6-Dichloro-4-nitrophenoxy)-N-methyl-N-(phenylmethyl)pentanamine hydrochloride). Reaction SMILES: Br[CH2:2][CH2:3][CH2:4][CH2:5][CH2:6][O:7][C:8]1[C:13]([Cl:14])=[CH:12][C:11]([N+:15]([O-:17])=[O:16])=[CH:10][C:9]=1[Cl:18].[CH3:19][NH:20][CH2:21][C:22]1[CH:27]=[CH:26][CH:25]=[CH:24][CH:23]=1>>[ClH:14].[Cl:18][C:9]1[CH:10]=[C:11]([N+:15]([O-:17])=[O:16])[CH:12]=[C:13]([Cl:14])[C:8]=1[O:7][CH2:6][CH2:5][CH2:4][CH2:3][CH2:2][N:20]([CH3:19])[CH2:21][C:22]1[CH:27]=[CH:26][CH:25]=[CH:24][CH:23]=1 |f:2.3|. Procedure: React 1-(5-bromopentyloxy)-2,6-dichloro-4-nitrobenzene with methyl(phenylmethyl)amine or benzyl(methyl)amine in a manner similar to Preparation 41 to obtain the title compound. The reactants are [NH4+].[Cl-] (NH4Cl), CC(C)(C)NS(=O)(=O)C1=CNC2=CC=CC=C12 (N-(1,1-dimethylethyl)-1H-indole-3-sulfonamide), BrCCOC1OCCCC1 (2-(2'-bromoethoxy)tetrahydropyran), [H-].[Na+] (sodium hydride). Run in O (water), CN(C)C=O (DMF). Conditions: time 20 minute. Product: CC(C)(C)NS(=O)(=O)C1=CN(C2=CC=CC=C12)CCOC1OCCCC1 (N-(1,1-Dimethylethyl)-1-[2-(tetrahydro-2-pyranyloxy)ethyl]-1H-indole-3-sulfonamide). Isolated yield 86.9%. Reaction SMILES: [CH3:1][C:2]([NH:5][S:6]([C:9]1[C:17]2[C:12](=[CH:13][CH:14]=[CH:15][CH:16]=2)[NH:11][CH:10]=1)(=[O:8])=[O:7])([CH3:4])[CH3:3].[H-].[Na+].Br[CH2:21][CH2:22][O:23][CH:24]1[CH2:29][CH2:28][CH2:27][CH2:26][O:25]1.[NH4+].[Cl-]>CN(C=O)C.O>[CH3:4][C:2]([NH:5][S:6]([C:9]1[C:17]2[C:12](=[CH:13][CH:14]=[CH:15][CH:16]=2)[N:11]([CH2:21][CH2:22][O:23][CH:24]2[CH2:29][CH2:28][CH2:27][CH2:26][O:25]2)[CH:10]=1)(=[O:8])=[O:7])([CH3:1])[CH3:3] |f:1.2,4.5|. Reported procedure: A solution of 5.0 g (0.020 mol) of N-(1,1-dimethylethyl)-1H-indole-3-sulfonamide in 30 mL anhydrous DMF was cooled to 10° C. under nitrogen atmosphere and was treated slowly with 0.87 g (0.022 mol) 60% sodium hydride (oil dispersion). The mixture was stirred for 20 minutes at room temperature then recooled to 10° C., whereupon 5.0 g (0.024 mol) of 2-(2'-bromoethoxy)tetrahydropyran (J. Org. Chem., Vol. 50, p. 4243, 1985) was added followed by heating to 70° C. for 3 hours. After cooling in an ice... Run at time 1 hour. Run in C(C)(=O)O (acetic acid), C(C)N(CC)CC (triethylamine), CN1CCCC1=O (NMP). Product: ClC1=CC(=NC=C1)C1=NC(=NN1)C1CCN(CC1)CC1=CC=C(C=C1)C1=NC=2N(C=C1C1=C(C=C(C=C1)F)F)N=C(N2)C (5-(4-{4-[5-(4-chloropyridine-2-yl)-1H-[1,2,4]triazole-3-yl]-piperidine-1-ylmethyl}-phenyl) 6-(2,4-difluorophenyl)-2-methyl-[1,2,4]triazolo[1,5-a]pyrimidine). Procedure: 192 mg (0.57 mmol) 4-Chloro-2-(5-piperidine-4-yl-2H-[1,2,4]triazole-3-yl)-pyridine×2HCl are dissolved in 4.8 mL NMP. After addition of 0.19 mL triethylamine the reaction mixture is stirred for one hour. 200 mg (0.57 mmol) 4-[6-(2,4-Difluorophenyl)-2-methyl-[1,2,4]triazolo[1,5-a]pyrimidin-5-yl]-benzaldehyde and 0.06 mL acetic acid are added. The reaction mixture is stirred over night at room temperature. 133 mg (0.63 mmol) NaBH(OAc)3, are added in portions and the reaction mixture is stirred at r... As a reaction SMILES: [Cl:1][C:2]1[CH:7]=[CH:6][N:5]=[C:4]([C:8]2[NH:9][N:10]=[C:11]([CH:13]3[CH2:18][CH2:17][NH:16][CH2:15][CH2:14]3)[N:12]=2)[CH:3]=1.[F:19][C:20]1[CH:25]=[C:24]([F:26])[CH:23]=[CH:22][C:21]=1[C:27]1[C:28]([C:37]2[CH:44]=[CH:43][C:40]([CH:41]=O)=[CH:39][CH:38]=2)=[N:29][C:30]2[N:31]([N:33]=[C:34]([CH3:36])[N:35]=2)[CH:32]=1.[BH-](OC(C)=O)(OC(C)=O)OC(C)=O.[Na+].C([O-])(O)=O.[Na+]>CN1C(=O)CCC1.C(O)(=O)C.C(N(CC)CC)C>[Cl:1][C:2]1[CH:7]=[CH:6][N:5]=[C:4]([C:8]2[NH:9][N:10]=[C:11]([CH:13]3[CH2:18][CH2:17][N:16]([CH2:41][C:40]4[CH:39]=[CH:38][C:37]([C:28]5[C:27]([C:21]6[CH:22]=[CH:23][C:24]([F:26])=[CH:25][C:20]=6[F:19])=[CH:32][N:31]6[N:33]=[C:34]([CH3:36])[N:35]=[C:30]6[N:29]=5)=[CH:44][CH:43]=4)[CH2:15][CH2:14]3)[N:12]=2)[CH:3]=1 |f:2.3,4.5|. Reactants: FC1=C(C=CC(=C1)F)C=1C(=NC=2N(C1)N=C(N2)C)C2=CC=C(C=O)C=C2 (4-[6-(2,4-Difluorophenyl)-2-methyl-[1,2,4]triazolo[1,5-a]pyrimidin-5-yl]-benzaldehyde), C(=O)(O)[O-].[Na+] (NaHCO3), ClC1=CC(=NC=C1)C=1NN=C(N1)C1CCNCC1 (4-Chloro-2-(5-piperidine-4-yl-2H-[1,2,4]triazole-3-yl)-pyridine), [BH-](OC(=O)C)(OC(=O)C)OC(=O)C.[Na+] (NaBH(OAc)3). The reactants are Cn1c(=O)c2c(nc(N3CCN(C(=O)OC(C)(C)C)CC3)n2-c2ccccc2C=O)n(C)c1=O, CC(=O)[O-], CCO, CCOC(C)=O, Cl, [K+], NO, O. The product is Cn1c(=O)c2c(nc(N3CCN(C(=O)OC(C)(C)C)CC3)n2-c2ccccc2C=NO)n(C)c1=O. RXN SMILES: [C:1]([CH3:2])([CH3:3])([CH3:4])[O:5][C:6](=[O:7])[N:8]1[CH2:9][CH2:10][N:11]([c:14]2[n:15][c:16]3[n:17]([CH3:34])[c:18](=[O:33])[n:19]([CH3:32])[c:20](=[O:31])[c:21]3[n:22]2-[c:23]2[c:24]([CH:29]=[O:30])[cH:25][cH:26][cH:27][cH:28]2)[CH2:12][CH2:13]1.[CH3:39][C:40](=[O:41])[O-:42].[CH3:43][CH2:44][OH:45].[CH3:47][CH2:48][O:49][C:50](=[O:51])[CH3:52].[ClH:35].[K+:38].[NH2:36][OH:37].[OH2:46]>>[C:1]([CH3:2])([CH3:3])([CH3:4])[O:5][C:6](=[O:7])[N:8]1[CH2:9][CH2:10][N:11]([c:14]2[n:15][c:16]3[n:17]([CH3:34])[c:18](=[O:33])[n:19]([CH3:32])[c:20](=[O:31])[c:21]3[n:22]2-[c:23]2[c:24]([CH:29]=[N:36][OH:37])[cH:25][cH:26][cH:27][cH:28]2)[CH2:12][CH2:13]1.